Dataset: the Open Reaction Database (ORD), a public repository of structured organic reaction records. Task: describe an organic reaction: reactants, conditions, products, and yield The reactants are [Li]CCCC (n-BuLi), C(=O)=O.CC(=O)C (dry ice acetone), C(C)(C)NC(C)C (diisopropylamine), C(C1=CC=CC=C1)OCC1CC(C1)=O (3-(benzyloxymethyl)-cyclobutanone), C[Si](C)(C)Cl (TMSCl). Solvent: C1CCOC1 (THF), C1CCOC1 (THF). Run at temperature -5 celsius, time 10 minute. Yields the product C(C1=CC=CC=C1)OCC1C=C(C1)O[Si](C)(C)C ((3-(Benzyloxymethyl)cyclobut-1-enyloxy)-trimethyl-silane). Reaction SMILES: [Li]CCCC.C(NC(C)C)(C)C.[CH2:13]([O:20][CH2:21][CH:22]1[CH2:25][C:24](=[O:26])[CH2:23]1)[C:14]1[CH:19]=[CH:18][CH:17]=[CH:16][CH:15]=1.C(=O)=O.CC(C)=O.[CH3:34][Si:35](Cl)([CH3:37])[CH3:36]>C1COCC1>[CH2:13]([O:20][CH2:21][CH:22]1[CH2:25][C:24]([O:26][Si:35]([CH3:37])([CH3:36])[CH3:34])=[CH:23]1)[C:14]1[CH:19]=[CH:18][CH:17]=[CH:16][CH:15]=1 |f:3.4|. Reported procedure: In a 1 L flask charged with argon, dry THF 300 ml was added. This was cooled to −5° C., then n-BuLi (83 ml, 1.6M in hexane, 0.132 mol) was added. After mixing 5 min, diisopropylamine (18 ml, 0.132 mol) was added drop by drop. After stirring for 10 min, this solution was cooled to −78° C. Then a THF solution of 3-(benzyloxymethyl)-cyclobutanone (20 g, 0.11 mol) was added drop by drop at −78° C. After addition, replace the dry ice-acetone bath with ice-water bath. After stirring at 0° C. for 30 mi... Reactants: C(C)(C)OC(=O)N1[C@H](C(CC1CC)=O)CC1=CC=CC=C1 ((2S)-2-benzyl-5-ethyl-3-oxo-pyrrolidine-1-carboxylic acid isopropyl ester), C(C1=CC=CC=C1)N (benzylamine), [BH4-].[Na+] (NaBH4). Reagents/catalysts: CC([O-])C.[Ti+4].CC([O-])C.CC([O-])C.CC([O-])C (titanium(IV) isopropoxide). The solvent is O (water), [OH-].[Na+] (NaOH), CO (MeOH). Run at time 5 hour. Yields the product C(C)(C)OC(=O)N1[C@H]([C@H](C[C@H]1CC)NCC1=CC=CC=C1)CC1=CC=CC=C1 ((2S,3S,5R)-2-benzyl-3-benzylamino-5-ethyl-pyrrolidine-1-carboxylic acid isopropyl ester). Yield: 55.3%. As a reaction SMILES: [CH:1]([O:4][C:5]([N:7]1[CH:11]([CH2:12][CH3:13])[CH2:10][C:9](=O)[C@@H:8]1[CH2:15][C:16]1[CH:21]=[CH:20][CH:19]=[CH:18][CH:17]=1)=[O:6])([CH3:3])[CH3:2].[CH2:22]([NH2:29])[C:23]1[CH:28]=[CH:27][CH:26]=[CH:25][CH:24]=1.[BH4-].[Na+]>CO.O.[OH-].[Na+].CC(C)[O-].[Ti+4].CC(C)[O-].CC(C)[O-].CC(C)[O-]>[CH:1]([O:4][C:5]([N:7]1[C@H:11]([CH2:12][CH3:13])[CH2:10][C@H:9]([NH:29][CH2:22][C:23]2[CH:28]=[CH:27][CH:26]=[CH:25][CH:24]=2)[C@@H:8]1[CH2:15][C:16]1[CH:21]=[CH:20][CH:19]=[CH:18][CH:17]=1)=[O:6])([CH3:3])[CH3:2] |f:2.3,6.7,8.9.10.11.12|. Procedure details: To a solution of a diastereomeric mixture of (2S)-2-benzyl-5-ethyl-3-oxo-pyrrolidine-1-carboxylic acid isopropyl ester (0.29 mmol; 84 mg) and benzylamine (0.58 mmol; 62.1 mg) in MeOH (1.5 mL) is added titanium(IV) isopropoxide (0.58 mmol; 165 mg) at room temperature under nitrogen. After stirring for 5 hours, NaBH4 (0.58 mmol; 22 mg) is added to the mixture at 0° C. The mixture is stirred for 2 hours at room temperature and then diluted with water and aqueous 0.1 M NaOH solution. The solution is...